This data is from the Open Reaction Database (ORD), a public repository of structured organic reaction records. The task is: describe an organic reaction: reactants, conditions, products, and yield Reactants: COC(=O)C(N)CCCCNC(=O)OC(C)(C)C, Cl, CC(NC(=O)Cc1ccccc1)C(=O)O. Yields the product COC(=O)C(CCCCNC(=O)OC(C)(C)C)NC(=O)C(C)NC(=O)Cc1ccccc1. Reaction SMILES: [CH3:17][O:18][C:19]([CH:20]([NH2:21])[CH2:22][CH2:23][CH2:24][CH2:25][NH:26][C:27](=[O:28])[O:29][C:30]([CH3:31])([CH3:32])[CH3:33])=[O:34].[ClH:16].[c:1]1([CH2:7][C:8](=[O:9])[NH:10][CH:11]([CH3:12])[C:13](=[O:14])[OH:15])[cH:2][cH:3][cH:4][cH:5][cH:6]1>>[c:1]1([CH2:7][C:8](=[O:9])[NH:10][CH:11]([CH3:12])[C:13](=[O:15])[NH:21][CH:20]([C:19]([O:18][CH3:17])=[O:34])[CH2:22][CH2:23][CH2:24][CH2:25][NH:26][C:27](=[O:28])[O:29][C:30]([CH3:31])([CH3:32])[CH3:33])[cH:2][cH:3][cH:4][cH:5][cH:6]1. Reactants: CC(CCCC)O (2-hexanol), Cl.NCC(CCC(=O)O)=O (5-amino-4-oxopentanoic acid hydrochloride). Reaction conditions: time 4 hour. The product is Cl.NCC(CCC(=O)OC(CCCC)C)=O (1-methyl-pentyl 5-amino-4-oxopentanoate Hydrochloride). Reaction SMILES: [CH3:1][CH:2]([OH:7])[CH2:3][CH2:4][CH2:5][CH3:6].[ClH:8].[NH2:9][CH2:10][C:11](=[O:17])[CH2:12][CH2:13][C:14](O)=[O:15]>>[ClH:8].[NH2:9][CH2:10][C:11](=[O:17])[CH2:12][CH2:13][C:14]([O:7][CH:2]([CH3:1])[CH2:3][CH2:4][CH2:5][CH3:6])=[O:15] |f:1.2,3.4|. Reported procedure: From 2-hexanol (6.0 ml) and 5-amino-4-oxopentanoic acid hydrochloride (1.0 g; 6.0 mmol) at 70° C. The reaction was complete after ca. 4 h. The yield was 1.0 g (66%). Reactants: NC1=NC(=NC(=C1NC(OC)=O)N)C1=NN(C2=NC=CC=C21)CC2=C(C=CC=C2)F (Methyl 4,6-diamino-2-[1-(2-fluorobenzyl)-1H-pyrazolo[3,4-b]pyridin-3-yl]-5-pyrimidinylcarbamate), [H-].[Na+] (sodium hydride), IC (iodomethane), [OH-].[K+] (potassium hydroxide). Run in O (water). The product is NC1=NC(=NC(=C1N(C(OC)=O)C)N)C1=NN(C2=NC=CC=C21)CC2=C(C=CC=C2)F (Methyl 4,6-diamino-2-[1-(2-fluorobenzyl)-1H-pyrazolo[3,4-b]pyridin-3-yl]-5-pyrimidinyl(methyl)carbamate). As a reaction SMILES: [NH2:1][C:2]1[C:7]([NH:8][C:9](=[O:12])[O:10][CH3:11])=[C:6]([NH2:13])[N:5]=[C:4]([C:14]2[C:22]3[C:17](=[N:18][CH:19]=[CH:20][CH:21]=3)[N:16]([CH2:23][C:24]3[CH:29]=[CH:28][CH:27]=[CH:26][C:25]=3[F:30])[N:15]=2)[N:3]=1.[H-].[Na+].I[CH3:34].[OH-].[K+]>O>[NH2:1][C:2]1[C:7]([N:8]([CH3:34])[C:9](=[O:12])[O:10][CH3:11])=[C:6]([NH2:13])[N:5]=[C:4]([C:14]2[C:22]3[C:17](=[N:18][CH:19]=[CH:20][CH:21]=3)[N:16]([CH2:23][C:24]3[CH:29]=[CH:28][CH:27]=[CH:26][C:25]=3[F:30])[N:15]=2)[N:3]=1 |f:1.2,4.5|. Procedure details: Prepared in analogy to Example 6 with 310 mg (0.76 mmol) of methyl-4,6-diamino-2-[1-(2-fluorobenzyl)-1H-pyrazolo[3,4-b]pyridin-3-yl]-5-pyrimidinylcarbamate from Example 5, 27.32 mg (1.14 mmol) of sodium hydride and 215.5 mg (1.52 mmol) of iodomethane. The mixture is worked up by adding water and 2 molar potassium hydroxide solution and extracting with dichloromethane. The combined organic phases are dried with magnesium sulphate and concentrated in a rotary evaporator. The residue is purified by... The reactants are ice, [NH4+].[Cl-] (NH4Cl), C(C=C)Br (allyl bromide), C(C=C)Br (allyl bromide), CC1=C(C(CCC1)(C)C)C=O (β-cyclocitral). Solvent: CCOCC (ether), CCOCC (ether), CCOCC (ether). The product is CC1=C(C(CCC1)(C)C)C(CC=C)O (2,6,6-trimethyl-1-[1-hydroxy-3-butenyl]-1-cyclohexene). Isolated yield 57.0%. RXN SMILES: [CH2:1](Br)[CH:2]=[CH2:3].[CH3:5][C:6]1[CH2:11][CH2:10][CH2:9][C:8]([CH3:13])([CH3:12])[C:7]=1[CH:14]=[O:15].[NH4+].[Cl-]>CCOCC>[CH3:5][C:6]1[CH2:11][CH2:10][CH2:9][C:8]([CH3:12])([CH3:13])[C:7]=1[CH:14]([OH:15])[CH2:3][CH:2]=[CH2:1] |f:2.3|. Reported procedure: In a typical experiment 10.7 g. of Mg turnings and 5 g. of allyl bromide were allowed to react in 7: ml. of dry ether. The reaction was exothermic and the temperature of the reaction mixture increased up to the boiling point of the solvent. To this solution allyl bromide (46 g.) and β-cyclocitral (61 g.) in 160 ml. of ether were added with vigorous stirring at such a rate as to maintain the ether at the boiling temperature. The reaction mixture was then kept at reflux during 6 hours and after co... The reactants are [H-].[Na+] (sodium hydride), C1(=CC=CC=C1)NC1=CC=CC=C1 (diphenylamine), BrCCCCCCBr (1,6-dibromohexane), N1C[C@@H](CCC1)C(=O)OCC (Ethyl (R)-3-piperidinecarboxylate), C([O-])([O-])=O.[K+].[K+] (potassium carbonate). Solvent: C(C)(=O)OCC (Ethyl acetate), C(CCC)OCCCC (dibutylether). Conditions: temperature 40 celsius. The product is C(C)OC(=O)[C@H]1CN(CCC1)CCCCCCN(C1=CC=CC=C1)C1=CC=CC=C1 ((R)-N-(6-(Diphenylamino)-1-hexyl)-3-piperidinecarboxylic acid ethyl ester). RXN SMILES: [H-].[Na+].[C:3]1([NH:9][C:10]2[CH:15]=[CH:14][CH:13]=[CH:12][CH:11]=2)[CH:8]=[CH:7][CH:6]=[CH:5][CH:4]=1.Br[CH2:17][CH2:18][CH2:19][CH2:20][CH2:21][CH2:22]Br.[NH:24]1[CH2:29][CH2:28][CH2:27][C@@H:26]([C:30]([O:32][CH2:33][CH3:34])=[O:31])[CH2:25]1.C(=O)([O-])[O-].[K+].[K+]>C(OCCCC)CCC.C(OCC)(=O)C>[CH2:33]([O:32][C:30]([C@@H:26]1[CH2:27][CH2:28][CH2:29][N:24]([CH2:17][CH2:18][CH2:19][CH2:20][CH2:21][CH2:22][N:9]([C:3]2[CH:4]=[CH:5][CH:6]=[CH:7][CH:8]=2)[C:10]2[CH:11]=[CH:12][CH:13]=[CH:14][CH:15]=2)[CH2:25]1)=[O:31])[CH3:34] |f:0.1,5.6.7|. Reported procedure: A mixture of sodium hydride (0.7 g, 0.023 mol, 80% oil dispersion) and diphenylamine (3.4 g, 0.020 mol) in dry dibutylether (30 ml) was heated at reflux temperature for 1 h under an atmosphere of nitrogen. The reaction mixture was cooled and 1,6-dibromohexane (3.1 ml) was added. The mixture was heated at reflux temperature for 3 h and then cooled to 40° C. Ethyl (R)-3-piperidinecarboxylate (3.5 g, 0.022 mol) and potassium carbonate (3.1 g, 0.022 mol) were added and the mixture was heated at refl... The reactants are CCN(C(C)C)C(C)C, CC(Oc1c(N)ncc2c(C3=CCNCC3)coc12)c1c(Cl)ccc(F)c1Cl, O=C=Nc1ccccc1F, CN(C)C=O. Yields the product CC(Oc1c(N)ncc2c(C3=CCN(C(=O)Nc4ccccc4F)CC3)coc12)c1c(Cl)ccc(F)c1Cl. RXN SMILES: [CH:39]([N:40]([CH2:41][CH3:42])[CH:43]([CH3:44])[CH3:45])([CH3:46])[CH3:47].[Cl:1][c:2]1[c:3]([CH:10]([CH3:11])[O:12][c:13]2[c:14]3[c:15]([cH:16][n:17][c:18]2[NH2:19])[c:20]([C:23]2=[CH:28][CH2:27][NH:26][CH2:25][CH2:24]2)[cH:21][o:22]3)[c:4]([Cl:9])[cH:5][cH:6][c:7]1[F:8].[F:29][c:30]1[c:31]([N:36]=[C:37]=[O:38])[cH:32][cH:33][cH:34][cH:35]1.[O:48]=[CH:49][N:50]([CH3:51])[CH3:52]>>[Cl:1][c:2]1[c:3]([CH:10]([CH3:11])[O:12][c:13]2[c:14]3[c:15]([cH:16][n:17][c:18]2[NH2:19])[c:20]([C:23]2=[CH:28][CH2:27][N:26]([C:37]([NH:36][c:31]4[c:30]([F:29])[cH:35][cH:34][cH:33][cH:32]4)=[O:38])[CH2:25][CH2:24]2)[cH:21][o:22]3)[c:4]([Cl:9])[cH:5][cH:6][c:7]1[F:8]. The reactants are OC[C@H]1CN(CCN1C1=CC=C(C=C1)C(C(F)(F)F)(C(F)(F)F)O)C(=O)OC(C)(C)C (tert-butyl (3R)-3-(hydroxymethyl)-4-(4-(2,2,2-trifluoro-1-hydroxy-1-(trifluoromethyl)ethyl)phenyl)-1-piperazinecarboxylate), CCN(C(C)C)C(C)C (DIPEA), CS(=O)(=O)Cl (methanesulfonyl chloride). Reagents/catalysts: CS(=O)(=O)Cl (methanesulfonyl chloride). The solvent is CCOC(=O)C (EtOAc). Reaction conditions: temperature 0 celsius, time 1 hour. Yields the product CS(=O)(=O)OC[C@H]1CN(CCN1C1=CC=C(C=C1)C(C(F)(F)F)(C(F)(F)F)O)C(=O)OC(C)(C)C (tert-butyl (3R)-3-(((methylsulfonyl)oxy)methyl)-4-(4-(2,2,2-trifluoro-1-hydroxy-1-(trifluoromethyl)ethyl)phenyl)-1-piperazinecarboxylate). The yield is 67.6%. Reaction SMILES: [OH:1][CH2:2][C@@H:3]1[N:8]([C:9]2[CH:14]=[CH:13][C:12]([C:15]([OH:24])([C:20]([F:23])([F:22])[F:21])[C:16]([F:19])([F:18])[F:17])=[CH:11][CH:10]=2)[CH2:7][CH2:6][N:5]([C:25]([O:27][C:28]([CH3:31])([CH3:30])[CH3:29])=[O:26])[CH2:4]1.CCN(C(C)C)C(C)C.[CH3:41][S:42](Cl)(=[O:44])=[O:43]>CS(Cl)(=O)=O.CCOC(C)=O>[CH3:41][S:42]([O:1][CH2:2][C@@H:3]1[N:8]([C:9]2[CH:14]=[CH:13][C:12]([C:15]([OH:24])([C:16]([F:17])([F:18])[F:19])[C:20]([F:21])([F:22])[F:23])=[CH:11][CH:10]=2)[CH2:7][CH2:6][N:5]([C:25]([O:27][C:28]([CH3:31])([CH3:30])[CH3:29])=[O:26])[CH2:4]1)(=[O:44])=[O:43]. Procedure: A 150-mL round-bottomed flask was charged with tert-butyl (3R)-3-(hydroxymethyl)-4-(4-(2,2,2-trifluoro-1-hydroxy-1-(trifluoromethyl)ethyl)phenyl)-1-piperazinecarboxylate (0.393 g, 0.857 mmol), DIPEA (0.450 mL, 2.58 mmol) and EtOAc (5 mL). The reaction mixture was cooled to 0° C. and methanesulfonyl chloride (0.095 mL, 1.2 mmol, Sigma-Aldrich, St. Louis, Mo.) was added dropwise. The mixture was stirred at 0° C. for 1 h. At that time, 4 drops of methanesulfonyl chloride was added and stirring at 0... Reactants: C(C1=CC=CC=C1)C=1C=CC2=C(N=C(O2)C2=C(C=C(C=C2)C(OC)OC)F)C1 (5-Benzyl-2-(4-(dimethoxymethyl)-2-fluorophenyl)benzo[d]oxazole), Cl (HCl). Solvent: C1CCOC1 (THF), C(Cl)Cl (DCM). Run at time 1 hour. Product: C(C1=CC=CC=C1)C=1C=CC2=C(N=C(O2)C2=C(C=C(C=O)C=C2)F)C1 (4-(5-benzylbenzo[d]oxazol-2-yl)-3-fluorobenzaldehyde). Reaction SMILES: [CH2:1]([C:8]1[CH:9]=[CH:10][C:11]2[O:15][C:14]([C:16]3[CH:21]=[CH:20][C:19]([CH:22](OC)[O:23]C)=[CH:18][C:17]=3[F:27])=[N:13][C:12]=2[CH:28]=1)[C:2]1[CH:7]=[CH:6][CH:5]=[CH:4][CH:3]=1.Cl>C1COCC1.C(Cl)Cl>[CH2:1]([C:8]1[CH:9]=[CH:10][C:11]2[O:15][C:14]([C:16]3[CH:21]=[CH:20][C:19]([CH:22]=[O:23])=[CH:18][C:17]=3[F:27])=[N:13][C:12]=2[CH:28]=1)[C:2]1[CH:3]=[CH:4][CH:5]=[CH:6][CH:7]=1. Procedure: 5-Benzyl-2-(4-(dimethoxymethyl)-2-fluorophenyl)benzo[d]oxazole (0.160 g, 0.424 mmol) was dissolved in 2 mL THF and 1 mL 5N HCl was added. The mixture was stirred for 1 h, diluted with DCM, and quenched with 10N NaOH until basic. The aqueous was extracted 2×DCM. Combined organics were dried over sodium sulfate, filtered, and concentrated to give 4-(5-benzylbenzo[d]oxazol-2-yl)-3-fluorobenzaldehyde as an orange solid. 1H NMR (400 MHz, DMSO-d6) δ ppm 10.09 (s, 1H), 8.43 (t, J=7.3 Hz, 1H), 7.90-8.04... The reactants are [Li]C(C)(C)C (t-BuLi), O (water), C(C)(C)(C)OC(NC1=C(C(=C(C(=C1)OC)CN1CCOCC1)OC)Br)=O ((2-bromo-3,5-dimethoxy-4-morpholin-4-ylmethyl-phenyl)-carbamic acid tert-butyl ester), [H-].[Na+] (NaH), C1CCOC1 (THF), [Li]CCCC (nBuLi). Run at time 1.5 hour. Product: C(C)(C)(C)OC(=O)NC1=CC(=C(C(=C1C(=O)O)OC)CN1CCOCC1)OC (6-tert-butoxycarbonylamino-2,4-dimethoxy-3-morpholin-4-ylmethyl-benzoic acid). As a reaction SMILES: [C:1]([O:5][C:6](=[O:26])[NH:7][C:8]1[CH:13]=[C:12]([O:14][CH3:15])[C:11]([CH2:16][N:17]2[CH2:22][CH2:21][O:20][CH2:19][CH2:18]2)=[C:10]([O:23][CH3:24])[C:9]=1Br)([CH3:4])([CH3:3])[CH3:2].[H-].[Na+].[Li]CCCC.[Li]C(C)(C)C.[OH2:39].C1[CH2:44][O:43]CC1>>[C:1]([O:5][C:6]([NH:7][C:8]1[C:9]([C:44]([OH:43])=[O:39])=[C:10]([O:23][CH3:24])[C:11]([CH2:16][N:17]2[CH2:22][CH2:21][O:20][CH2:19][CH2:18]2)=[C:12]([O:14][CH3:15])[CH:13]=1)=[O:26])([CH3:4])([CH3:3])[CH3:2] |f:1.2|. Procedure details: To a solution of 2,6-dimethoxytoluene (50 g, 328.5 mmol) in ether (450 mL) was added freshly prepared dioxane dibromide in ether over 0.5 h. The mixture was stirred at room temperature for an additional 1.5 h and poured into a beaker containing water (500 mL). The aqueous layer was discarded and the ether layer was washed sequentially with water (2×500 mL), sodium bicarbonate (saturated aqueous) (2×500 mL), dried over sodium sulfate, and concentrated using a rotary evaporator to afford 76 g of 3... The reactants are COB(OC)OC, COC(=O)C1CC1C(=O)O, [Cl-], Cl, [Na+], C1CCOC1. Product: COC(=O)C1CC1CO. RXN SMILES: [CH3:11][O:12][B:13]([O:14][CH3:15])[O:16][CH3:17].[CH3:1][O:2][C:3](=[O:4])[CH:5]1[CH:6]([C:8](=[O:9])[OH:10])[CH2:7]1.[Cl-:19].[ClH:20].[Na+:18].[O:21]1[CH2:22][CH2:23][CH2:24][CH2:25]1>>[CH3:1][O:2][C:3](=[O:4])[CH:5]1[CH:6]([CH2:8][OH:9])[CH2:7]1.